The task is: describe an organic reaction: reactants, conditions, products, and yield. This data is from the Open Reaction Database (ORD), a public repository of structured organic reaction records. Reactants: CN(C1CC(C1)C(=O)OC)C (methyl 3-(dimethylamino)cyclobutanecarboxylate), Cl (HCl). Run in O1CCOCC1 (dioxane). Conditions: temperature 70 celsius. The product is Cl.CN(C1CC(C1)C(=O)O)C (3-(dimethylamino)cyclobutanecarboxylic acid hydrochloride). Isolated yield 100.8%. As a reaction SMILES: [CH3:1][N:2]([CH3:11])[CH:3]1[CH2:6][CH:5]([C:7]([O:9]C)=[O:8])[CH2:4]1.[ClH:12]>O1CCOCC1>[ClH:12].[CH3:1][N:2]([CH3:11])[CH:3]1[CH2:6][CH:5]([C:7]([OH:9])=[O:8])[CH2:4]1 |f:3.4|. Procedure details: A solution of methyl 3-(dimethylamino)cyclobutanecarboxylate (0.596 g, 3.79 mmol) in dioxane (5 mL) was treated with HCl (6N, 10 mL, 60 mmol) and heated at 70° C. overnight. The organics were removed under reduced pressure and the aqueous residue was treated with MeCN, frozen and lyophilized to afford 3-(dimethylamino)cyclobutanecarboxylic acid hydrochloride (686 mg, 101%). 1H NMR (400 MHz, DMSO-d6): δ 10.86 (br s, 1H), 3.56-3.48 (m, 1H), 2.83-2.73 (m, 1H), 2.58 (d, J=4.9 Hz, 6H), 2.41-2.33 (m, ... The reactants are C(C)(C)(C)OC(=O)N[C@@H](COC)C(=O)N(C)C (N2-(tert-butoxycarbonyl)-N,N,O-trimethyl-L-serinamide), Cl.C(C)(=O)OCC (hydrogen chloride ethyl acetate). The solvent is C(C)(=O)OCC (ethyl acetate). Reaction conditions: time 8 hour. Yields the product CN(C([C@@H](N)COC)=O)C (N,N,O-trimethyl-L-serinamide). Isolated yield 147.4%. As a reaction SMILES: C(OC([NH:8][C@H:9]([C:13]([N:15]([CH3:17])[CH3:16])=[O:14])[CH2:10][O:11][CH3:12])=O)(C)(C)C.Cl.C(OCC)(=O)C>C(OCC)(=O)C>[CH3:16][N:15]([CH3:17])[C:13](=[O:14])[C@H:9]([CH2:10][O:11][CH3:12])[NH2:8] |f:1.2|. Procedure: To a solution of N2-(tert-butoxycarbonyl)-N,N,O-trimethyl-L-serinamide (2.08 g) in ethyl acetate (10 mL) was is added 4N hydrogen chloride/ethyl acetate solution (10 mL) under ice-cooling. The reaction mixture was stirred at room temperature overnight, and the solvent was evaporated under reduced pressure. To a solution of the residue in methanol (20 mL) was added AMBERLYST (registered trademark) A21 (2.0 g) at room temperature. The reaction mixture was stirred at room temperature for 1 hr. The ... Procedure details: 40 mg (0.08 mmol) of methyl (Z)-3-[2-butoxy-3′-(1-methyl-3-phenethylureido)biphenyl-4-yl]-2-ethoxyacrylate are placed in 0.5 mL of a 5/1/1 by volume mixture of tetrahydrofuran/methanol/water, 17 mg (0.4 mmol) of lithium hydroxide monohydrate are added and the reaction medium is stirred at room temperature for 18 hours. The reaction medium is acidified to pH 3 with acetic acid and then extracted with ethyl acetate. The organic phase is washed with water, dried over magnesium sulfate, filtered and... Run in 5/1/1, C(C)(=O)O (acetic acid). Reaction SMILES: [CH2:1]([O:5][C:6]1[CH:11]=[C:10](/[CH:12]=[C:13](\[O:18][CH2:19][CH3:20])/[C:14]([O:16]C)=[O:15])[CH:9]=[CH:8][C:7]=1[C:21]1[CH:26]=[CH:25][CH:24]=[C:23]([N:27]([CH3:39])[C:28]([NH:30][CH2:31][CH2:32][C:33]2[CH:38]=[CH:37][CH:36]=[CH:35][CH:34]=2)=[O:29])[CH:22]=1)[CH2:2][CH2:3][CH3:4].O1CCCC1.CO.O.O.[OH-].[Li+]>C(O)(=O)C>[CH2:1]([O:5][C:6]1[CH:11]=[C:10](/[CH:12]=[C:13](\[O:18][CH2:19][CH3:20])/[C:14]([OH:16])=[O:15])[CH:9]=[CH:8][C:7]=1[C:21]1[CH:26]=[CH:25][CH:24]=[C:23]([N:27]([CH3:39])[C:28]([NH:30][CH2:31][CH2:32][C:33]2[CH:34]=[CH:35][CH:36]=[CH:37][CH:38]=2)=[O:29])[CH:22]=1)[CH2:2][CH2:3][CH3:4] |f:1.2.3,4.5.6|. Conditions: time 18 hour. Reactants: C(CCC)OC1=C(C=CC(=C1)\C=C(\C(=O)OC)/OCC)C1=CC(=CC=C1)N(C(=O)NCCC1=CC=CC=C1)C (methyl (Z)-3-[2-butoxy-3′-(1-methyl-3-phenethylureido)biphenyl-4-yl]-2-ethoxyacrylate), O1CCCC1.CO.O (tetrahydrofuran methanol water), O.[OH-].[Li+] (lithium hydroxide monohydrate). Isolated yield 38.7%. Yields the product C(CCC)OC1=C(C=CC(=C1)\C=C(\C(=O)O)/OCC)C1=CC(=CC=C1)N(C(=O)NCCC1=CC=CC=C1)C ((Z)-3-[2-butoxy-3′-(1-methyl-3-phenethylureido)biphenyl-4-yl]-2-ethoxyacrylic acid). Starting materials: CCO, CC(C)(C)OC(=O)c1ccc(Cl)nc1, NN, O. Product: CC(C)(C)OC(=O)c1ccc(NN)nc1. As a reaction SMILES: [CH3:18][CH2:19][OH:20].[Cl:1][c:2]1[cH:3][cH:4][c:5]([C:8](=[O:9])[O:10][C:11]([CH3:12])([CH3:13])[CH3:14])[cH:6][n:7]1.[NH2:16][NH2:17].[OH2:15]>>[c:2]1([NH:16][NH2:17])[cH:3][cH:4][c:5]([C:8](=[O:9])[O:10][C:11]([CH3:12])([CH3:13])[CH3:14])[cH:6][n:7]1. Starting materials: N1(CCNCC1)C(=O)OCC1=CC=CC=C1 (phenylmethyl 1-piperazinecarboxylate), BrC1=CC=C(C=O)C=C1 (4-bromobenzaldehyde), BrC1=CC=C(C=C1)CN1C[C@@H](N(CC1)C(=O)OCC1=CC=CC=C1)C (Phenylmethyl (2S)-4-[(4-bromophenyl)methyl]-2-methyl-1-piperazine Carboxylate). Yields the product BrC1=CC=C(C=C1)CN1CCN(CC1)C(=O)OCC1=CC=CC=C1 (Phenylmethyl 4-[(4-bromophenyl)methyl]-1-piperazinecarboxylate). RXN SMILES: N1(C(OCC2C=CC=CC=2)=O)CCNCC1.BrC1C=CC(C=O)=CC=1.[Br:26][C:27]1[CH:32]=[CH:31][C:30]([CH2:33][N:34]2[CH2:39][CH2:38][N:37]([C:40]([O:42][CH2:43][C:44]3[CH:49]=[CH:48][CH:47]=[CH:46][CH:45]=3)=[O:41])[C@@H:36](C)[CH2:35]2)=[CH:29][CH:28]=1>>[Br:26][C:27]1[CH:28]=[CH:29][C:30]([CH2:33][N:34]2[CH2:35][CH2:36][N:37]([C:40]([O:42][CH2:43][C:44]3[CH:45]=[CH:46][CH:47]=[CH:48][CH:49]=3)=[O:41])[CH2:38][CH2:39]2)=[CH:31][CH:32]=1. Procedure details: The title compound was prepared from phenylmethyl 1-piperazinecarboxylate and 4-bromobenzaldehyde using a method to that described for D6 The reactants are COc1ccc(CCl)cc1, CC(C)c1ccc(C2c3cc(O)ccc3OC2(C)C)cc1. Yields the product COc1ccc(COc2ccc3c(c2)C(c2ccc(C(C)C)cc2)C(C)(C)O3)cc1. RXN SMILES: [CH3:22][O:23][c:24]1[cH:25][cH:26][c:27]([CH2:28][Cl:29])[cH:30][cH:31]1.[CH:1]([CH3:2])([CH3:3])[c:4]1[cH:5][cH:6][c:7]([CH:10]2[C:11]([CH3:20])([CH3:21])[O:12][c:13]3[c:14]2[cH:15][c:16]([OH:19])[cH:17][cH:18]3)[cH:8][cH:9]1>>[CH:1]([CH3:2])([CH3:3])[c:4]1[cH:5][cH:6][c:7]([CH:10]2[C:11]([CH3:20])([CH3:21])[O:12][c:13]3[c:14]2[cH:15][c:16]([O:19][CH2:28][c:27]2[cH:26][cH:25][c:24]([O:23][CH3:22])[cH:31][cH:30]2)[cH:17][cH:18]3)[cH:8][cH:9]1. The reactants are C(#N)C1(CC1)NC(=O)[C@H]1[C@@H](C[C@@H](C1)S(=O)(=O)C1=C(C=C(C=C1)F)C(F)(F)F)C(=O)N1CC(C1)(F)F ((1R,2R,4R)-2-(3,3-Difluoro-azetidine-1-carbonyl)-4-(4-fluoro-2-trifluoromethyl-benzenesulfonyl)-cyclopentanecarboxylic acid (1-cyano-cyclopropyl)-amide), Cl.Cl.C1(CC1)N1CCNCC1 (1-cyclopropylpiperazine-bis-hydrochloric acid). Product: C(#N)C1(CC1)NC(=O)[C@H]1[C@@H](C[C@@H](C1)S(=O)(=O)C1=C(C=C(C=C1)N1CCN(CC1)C1CC1)C(F)(F)F)C(=O)N1CC(C1)(F)F ((1R,2R,4R)-4-[4-(4-Cyclopropyl-piperazin-1-yl)-2-trifluoromethyl-benzenesulfonyl]-2-(3,3-difluoro-azetidine-1-carbonyl)-cyclopentanecarboxylic acid (1-cyano-cyclopropyl)-amide). Reaction SMILES: [C:1]([C:3]1([NH:6][C:7]([C@@H:9]2[CH2:13][C@@H:12]([S:14]([C:17]3[CH:22]=[CH:21][C:20](F)=[CH:19][C:18]=3[C:24]([F:27])([F:26])[F:25])(=[O:16])=[O:15])[CH2:11][C@H:10]2[C:28]([N:30]2[CH2:33][C:32]([F:35])([F:34])[CH2:31]2)=[O:29])=[O:8])[CH2:5][CH2:4]1)#[N:2].Cl.Cl.[CH:38]1([N:41]2[CH2:46][CH2:45][NH:44][CH2:43][CH2:42]2)[CH2:40][CH2:39]1>>[C:1]([C:3]1([NH:6][C:7]([C@@H:9]2[CH2:13][C@@H:12]([S:14]([C:17]3[CH:22]=[CH:21][C:20]([N:44]4[CH2:45][CH2:46][N:41]([CH:38]5[CH2:40][CH2:39]5)[CH2:42][CH2:43]4)=[CH:19][C:18]=3[C:24]([F:25])([F:26])[F:27])(=[O:15])=[O:16])[CH2:11][C@H:10]2[C:28]([N:30]2[CH2:31][C:32]([F:35])([F:34])[CH2:33]2)=[O:29])=[O:8])[CH2:4][CH2:5]1)#[N:2] |f:1.2.3|. Procedure: The title compound was prepared in analogy to Example 127 using (1R,2R,4R)-2-(3,3-Difluoro-azetidine-1-carbonyl)-4-(4-fluoro-2-trifluoromethyl-benzenesulfonyl)-cyclopentanecarboxylic acid (1-cyano-cyclopropyl)-amide (Example 118) and 1-cyclopropylpiperazine-bis-hydrochloric acid. White solid. MS (EI): 630.2 (M+H)+.